describe an organic reaction: reactants, conditions, products, and yield From a dataset of the Open Reaction Database (ORD), a public repository of structured organic reaction records. The reactants are COc1cccc(N=C=O)c1, NC1N=C(c2ccccc2)c2ccccc2N(CC(=O)N2CCCC2)C1=O, C1CCOC1. Product: COc1cccc(NC(=O)NC2N=C(c3ccccc3)c3ccccc3N(CC(=O)N3CCCC3)C2=O)c1. Reaction SMILES: [CH3:28][O:29][c:30]1[cH:31][c:32]([N:36]=[C:37]=[O:38])[cH:33][cH:34][cH:35]1.[NH2:1][CH:2]1[C:3](=[O:27])[N:4]([CH2:19][C:20](=[O:21])[N:22]2[CH2:23][CH2:24][CH2:25][CH2:26]2)[c:5]2[c:6]([cH:15][cH:16][cH:17][cH:18]2)[C:7]([c:9]2[cH:10][cH:11][cH:12][cH:13][cH:14]2)=[N:8]1.[O:39]1[CH2:40][CH2:41][CH2:42][CH2:43]1>>[NH:1]([CH:2]1[C:3](=[O:27])[N:4]([CH2:19][C:20](=[O:21])[N:22]2[CH2:23][CH2:24][CH2:25][CH2:26]2)[c:5]2[c:6]([cH:15][cH:16][cH:17][cH:18]2)[C:7]([c:9]2[cH:10][cH:11][cH:12][cH:13][cH:14]2)=[N:8]1)[C:37]([NH:36][c:32]1[cH:31][c:30]([O:29][CH3:28])[cH:35][cH:34][cH:33]1)=[O:38]. The reactants are NCCCN(CCC)C1=NC=CC=C1 (2-[N-(3-aminopropyl)-N-propylamino]pyridine), CSC1=NC=C(C(N1)=O)CC1=CC2=C(C=C1)OCO2 (2-methylthio-5-(3,4-methylenedioxybenzyl)pyrimid-4-one). Product: C(CC)N(C1=NC=CC=C1)CCCNC1=NC=C(C(N1)=O)CC1=CC2=C(C=C1)OCO2 (2-[3-(N-propyl-N-pyrid-2-ylamino)propylamino]-5-(3,4-methylenedioxybenzyl) pyrimid-4-one). As a reaction SMILES: [NH2:1][CH2:2][CH2:3][CH2:4][N:5]([C:9]1[CH:14]=[CH:13][CH:12]=[CH:11][N:10]=1)[CH2:6][CH2:7][CH3:8].CS[C:17]1[NH:22][C:21](=[O:23])[C:20]([CH2:24][C:25]2[CH:30]=[CH:29][C:28]3[O:31][CH2:32][O:33][C:27]=3[CH:26]=2)=[CH:19][N:18]=1>>[CH2:6]([N:5]([CH2:4][CH2:3][CH2:2][NH:1][C:17]1[NH:22][C:21](=[O:23])[C:20]([CH2:24][C:25]2[CH:30]=[CH:29][C:28]3[O:31][CH2:32][O:33][C:27]=3[CH:26]=2)=[CH:19][N:18]=1)[C:9]1[CH:14]=[CH:13][CH:12]=[CH:11][N:10]=1)[CH2:7][CH3:8]. Reported procedure: 2-[N-(3-aminopropyl)-N-propylamino]pyridine (1.0 g) and 2-methylthio-5-(3,4-methylenedioxybenzyl)pyrimid-4-one (1.14 g) were heated together under reflux for 16 hr. After stripping, the residue was crystallised from ethanol/water to give 2-[3-(N-propyl-N-pyrid-2-ylamino)propylamino]-5-(3,4-methylenedioxybenzyl) pyrimid-4-one 1H2O, 1.47 g (81%) mp 86°-92° C.